Dataset: the Open Reaction Database (ORD), a public repository of structured organic reaction records. Task: describe an organic reaction: reactants, conditions, products, and yield Starting materials: c1ccc(CN2CCNCC2)cc1, CS(C)=O, CCn1cc(C(=O)O)c(=O)c2cc(Cl)c(Cl)cc21. Yields the product CCn1cc(C(=O)O)c(=O)c2cc(Cl)c(N3CCN(Cc4ccccc4)CC3)cc21. RXN SMILES: [CH2:19]([c:20]1[cH:21][cH:22][cH:23][cH:24][cH:25]1)[N:26]1[CH2:27][CH2:28][NH:29][CH2:30][CH2:31]1.[CH3:32][S:33]([CH3:34])=[O:35].[Cl:1][c:2]1[cH:3][c:4]2[c:5](=[O:18])[c:6]([C:15](=[O:16])[OH:17])[cH:7][n:8]([CH2:13][CH3:14])[c:9]2[cH:10][c:11]1[Cl:12]>>[Cl:1][c:2]1[cH:3][c:4]2[c:5](=[O:18])[c:6]([C:15](=[O:16])[OH:17])[cH:7][n:8]([CH2:13][CH3:14])[c:9]2[cH:10][c:11]1[N:29]1[CH2:28][CH2:27][N:26]([CH2:19][c:20]2[cH:21][cH:22][cH:23][cH:24][cH:25]2)[CH2:31][CH2:30]1. Conditions: time 18 hour. Reactants: [I-].[I-].[I-].[In+3] (indium triiodide), C(C(C)(C)C)[Mg]Cl (neopentyl magnesium chloride). RXN SMILES: [I-].[I-].[I-].[In+3:4].[CH2:5]([Mg]Cl)[C:6]([CH3:9])([CH3:8])[CH3:7]>C(OCC)C>[CH2:5]([In:4]([CH2:5][C:6]([CH3:9])([CH3:8])[CH3:7])[CH2:5][C:6]([CH3:9])([CH3:8])[CH3:7])[C:6]([CH3:9])([CH3:8])[CH3:7] |f:0.1.2.3|. Procedure: A flask, charged with 29.13 g (58.3 mmol) of indium triiodide dissolved in 100 ml. of dry diethyl ether (from sodium/benzophenone) was fitted with a condenser, magnetic stir bar and a pressure equalizing addition funnel. Under a cover of argon, 100 ml., 2.32M neopentyl magnesium chloride in diethyl ether solution (previously prepared from purified neopentyl chloride and magnesium turnings) was transferred to the addition funnel. The Grignard reagent was then added to the indium triiodide solutio... Yields the product crude product, C(C(C)(C)C)[In](CC(C)(C)C)CC(C)(C)C (trisneopentyl indium). Solvent: C(C)OCC (diethyl ether), C(C)OCC (diethyl ether). Starting materials: O=C(n1ccnc1)n1ccnc1, CCOC(C)=O, Cc1[nH]cnc1CSCCN, CO, CN(CCN)CCC(c1ccc(Cl)cc1)c1ccccn1. Product: Cc1[nH]cnc1CSCCNC(=O)NCCN(C)CCC(c1ccc(Cl)cc1)c1ccccn1. As a reaction SMILES: [C:22](=[O:23])([n:24]1[cH:25][cH:26][n:27][cH:28]1)[n:29]1[cH:30][cH:31][n:32][cH:33]1.[C:47]([O:48][CH2:49][CH3:50])(=[O:51])[CH3:52].[CH3:34][c:35]1[c:36]([CH2:40][S:41][CH2:42][CH2:43][NH2:44])[n:37][cH:38][nH:39]1.[CH3:45][OH:46].[Cl:1][c:2]1[cH:3][cH:4][c:5]([CH:8]([CH2:9][CH2:10][N:11]([CH2:12][CH2:13][NH2:14])[CH3:15])[c:16]2[n:17][cH:18][cH:19][cH:20][cH:21]2)[cH:6][cH:7]1>>[Cl:1][c:2]1[cH:3][cH:4][c:5]([CH:8]([CH2:9][CH2:10][N:11]([CH2:12][CH2:13][NH:14][C:22](=[O:23])[NH:44][CH2:43][CH2:42][S:41][CH2:40][c:36]2[c:35]([CH3:34])[nH:39][cH:38][n:37]2)[CH3:15])[c:16]2[n:17][cH:18][cH:19][cH:20][cH:21]2)[cH:6][cH:7]1. The reactants are Oc1ccc(-c2ccc(Br)cc2)cc1, OCCCCC(F)(F)C(F)(F)C(F)(F)C(F)(F)F, CCOC(=O)N=NC(=O)OCC, c1ccc(P(c2ccccc2)c2ccccc2)cc1. The product is FC(F)(F)C(F)(F)C(F)(F)C(F)(F)CCCCOc1ccc(-c2ccc(Br)cc2)cc1. As a reaction SMILES: [Br:31][c:32]1[cH:33][cH:34][c:35](-[c:38]2[cH:39][cH:40][c:41]([OH:44])[cH:42][cH:43]2)[cH:36][cH:37]1.[F:13][C:14]([CH2:15][CH2:16][CH2:17][CH2:18][OH:19])([C:20]([C:21]([C:22]([F:23])([F:24])[F:25])([F:26])[F:27])([F:28])[F:29])[F:30].[O:1]=[C:2]([O:3][CH2:4][CH3:5])[N:6]=[N:7][C:8]([O:9][CH2:10][CH3:11])=[O:12].[c:45]1([P:46]([c:47]2[cH:48][cH:49][cH:50][cH:51][cH:52]2)[c:53]2[cH:54][cH:55][cH:56][cH:57][cH:58]2)[cH:59][cH:60][cH:61][cH:62][cH:63]1>>[F:13][C:14]([CH2:15][CH2:16][CH2:17][CH2:18][O:19][c:41]1[cH:40][cH:39][c:38](-[c:35]2[cH:34][cH:33][c:32]([Br:31])[cH:37][cH:36]2)[cH:43][cH:42]1)([C:20]([C:21]([C:22]([F:23])([F:24])[F:25])([F:26])[F:27])([F:28])[F:29])[F:30]. The reactants are CNC (dimethylamine), N(=C=O)C1=COC2=CC=CC=C2C1=O (3-isocyanatochromone). Run in C1(=CC=CC=C1)C (toluene), C1(=CC=CC=C1)C (toluene). Reaction conditions: temperature 25 celsius, time 20 minute. The product is CN(C(NC1=COC2=CC=CC=C2C1=O)=O)C (3-(3,3-dimethylureido)-chromone). The yield is 33.5%. Reaction SMILES: [CH3:1][NH:2][CH3:3].[N:4]([C:7]1[C:16](=[O:17])[C:15]2[C:10](=[CH:11][CH:12]=[CH:13][CH:14]=2)[O:9][CH:8]=1)=[C:5]=[O:6]>C1(C)C=CC=CC=1>[CH3:1][N:2]([CH3:3])[C:5](=[O:6])[NH:4][C:7]1[C:16](=[O:17])[C:15]2[C:10](=[CH:11][CH:12]=[CH:13][CH:14]=2)[O:9][CH:8]=1. Procedure: A solution of anhydrous dimethylamine (7.5 g) in dry toluene (100 ml) is added rapidly to a solution of 3-isocyanatochromone (13 g) in toluene (50 ml). The temperature of the reaction mixture rapidly rises from 20° to 47° C. and crystallization then takes place. The mixture is stirred for a further 20 minutes until the temperature of the reaction medium drops to about 25° C. After filtration, recrystallization from isopropyl ether (1,000 ml) and drying, 3-(3,3-dimethylureido)-chromone (5.4 g), w...